Task: describe an organic reaction: reactants, conditions, products, and yield. Dataset: the Open Reaction Database (ORD), a public repository of structured organic reaction records Reactants: O=C(OOC(=O)c1ccccc1)c1ccccc1, CN1CCC(=C2c3ccccc3CCn3ccnc32)CC1, O=C1CCC(=O)N1Cl, ClCCl. The product is CN1CCC(=C2c3ccccc3CCn3c(Cl)cnc32)CC1. Reaction SMILES: [C:22]([O:23][O:24][C:25](=[O:26])[c:27]1[cH:28][cH:29][cH:30][cH:31][cH:32]1)(=[O:33])[c:34]1[cH:35][cH:36][cH:37][cH:38][cH:39]1.[CH3:1][N:2]1[CH2:3][CH2:4][C:5](=[C:8]2[c:9]3[n:10]([cH:19][cH:20][n:21]3)[CH2:11][CH2:12][c:13]3[c:14]2[cH:15][cH:16][cH:17][cH:18]3)[CH2:6][CH2:7]1.[Cl:40][N:41]1[C:42](=[O:43])[CH2:44][CH2:45][C:46]1=[O:47].[Cl:48][CH2:49][Cl:50]>>[CH3:1][N:2]1[CH2:3][CH2:4][C:5](=[C:8]2[c:9]3[n:10]([c:19]([Cl:40])[cH:20][n:21]3)[CH2:11][CH2:12][c:13]3[c:14]2[cH:15][cH:16][cH:17][cH:18]3)[CH2:6][CH2:7]1. Product: Cc1ncc(-c2ccnc(Nc3ccc(N)cc3)n2)n1C. RXN SMILES: [CH3:3][n:4]1[c:5]([CH3:26])[n:6][cH:7][c:8]1-[c:9]1[n:10][c:11]([NH:15][c:16]2[cH:17][cH:18][c:19]([NH:22][C:23](=[O:24])[CH3:25])[cH:20][cH:21]2)[n:12][cH:13][cH:14]1.[CH:27]([OH:28])([CH3:29])[CH3:30].[Na+:2].[OH-:1].[OH2:31]>>[CH3:3][n:4]1[c:5]([CH3:26])[n:6][cH:7][c:8]1-[c:9]1[n:10][c:11]([NH:15][c:16]2[cH:17][cH:18][c:19]([NH2:22])[cH:20][cH:21]2)[n:12][cH:13][cH:14]1. Reactants: CC(=O)Nc1ccc(Nc2nccc(-c3cnc(C)n3C)n2)cc1, CC(C)O, [Na+], [OH-], O. The reactants are 5g, ClC1=CC2=C(N=C(NS2(C2=CC=CC=C2)=O)CCl)C=C1 (7-chloro-3-chloromethyl-1-phenyl-benzo-1,2,4-thiadiazine-1-oxide), C(CC)NCCC (di-n-propylamine). Solvent: CO (methanol). Reaction conditions: time 12 hour. The product is ClC1=CC2=C(N=C(NS2(C2=CC=CC=C2)=O)CN(CCC)CCC)C=C1 (7-chloro-3-di-(n-propyl)aminomethyl-1-phenyl-benzo-1,2,4-thiadiazine-1-oxide). RXN SMILES: [Cl:1][C:2]1[CH:20]=[CH:19][C:5]2[N:6]=[C:7]([CH2:17]Cl)[NH:8][SH:9](=[O:16])([C:10]3[CH:15]=[CH:14][CH:13]=[CH:12][CH:11]=3)[C:4]=2[CH:3]=1.[CH2:21]([NH:24][CH2:25][CH2:26][CH3:27])[CH2:22][CH3:23]>CO>[Cl:1][C:2]1[CH:20]=[CH:19][C:5]2[N:6]=[C:7]([CH2:17][N:24]([CH2:25][CH2:26][CH3:27])[CH2:21][CH2:22][CH3:23])[NH:8][SH:9](=[O:16])([C:10]3[CH:15]=[CH:14][CH:13]=[CH:12][CH:11]=3)[C:4]=2[CH:3]=1. Procedure details: 5g 7-chloro-3-chloromethyl-1-phenyl-benzo-1,2,4-thiadiazine-1-oxide and 20 g di-n-propylamine are dissolved in 80 ml methanol and left standing for 12 hours at room temperature. Thereafter the solution is evaporated and the residue distributed between chloroform and water. The chloroform phase is extracted with water several times, dried, evaporated, and the base (oil) dissolved in ethanol. After addition of ethanolic hydrochloric acid, the dihydrochloride precipitates. M.p. 192°-195° (decompn.)... As a reaction SMILES: Cl.Cl.[Cl:3][C:4]1[CH:5]=[C:6]2[C:11](=[CH:12][CH:13]=1)[CH:10]=[C:9]([S:14]([N:17]1[CH2:22][C:21](=[O:23])[N:20]([NH:24][CH:25]3[CH2:30][CH2:29][N:28]([C:31]4[CH:36]=[CH:35][N:34]=[C:33]([CH3:37])[CH:32]=4)[CH2:27][CH2:26]3)[CH:19]([C:38]([OH:40])=[O:39])[CH2:18]1)(=[O:16])=[O:15])[CH:8]=[CH:7]2.[CH2:41](Cl)Cl>>[Cl:3][C:4]1[CH:5]=[C:6]2[C:11](=[CH:12][CH:13]=1)[CH:10]=[C:9]([S:14]([N:17]1[CH2:22][C:21](=[O:23])[N:20]([NH:24][CH:25]3[CH2:26][CH2:27][N:28]([C:31]4[CH:36]=[CH:35][N:34]=[C:33]([CH3:37])[CH:32]=4)[CH2:29][CH2:30]3)[CH:19]([C:38]([O:40][CH3:41])=[O:39])[CH2:18]1)(=[O:16])=[O:15])[CH:8]=[CH:7]2 |f:0.1.2|. The product is ClC=1C=C2C=CC(=CC2=CC1)S(=O)(=O)N1CC(N(C(C1)=O)NC1CCN(CC1)C1=CC(=NC=C1)C)C(=O)OC (methyl 4-[(6-chloro-2-naphthyl)sulfonyl]-1-[[1-(2-methyl-4-pyridinyl)-4-piperidinyl]amino]-6-oxo-2-piperazinecarboxylate). The reactants are Cl.Cl.ClC=1C=C2C=CC(=CC2=CC1)S(=O)(=O)N1CC(N(C(C1)=O)NC1CCN(CC1)C1=CC(=NC=C1)C)C(=O)O (4-[(6-chloro-2-naphthyl)sulfonyl]-1-[[1-(2-methyl-4-pyridinyl)-4-piperidinyl]amino]-6-oxo-2-piperazinecarboxylate dihydrochloride), C(Cl)Cl (methylene chloride). Reported procedure: Methyl 1-[[4-[(6-chloro-2-naphthyl)sulfonyl]-1-[[1-(2-methyl-4-pyridinyl)-4-piperidinyl]amino]-6-oxo-2-piperazinecarboxylate dihydrochloride (1.94 g) obtained in Example 127 was dissolved in methylene chloride (20 ml) and saturated aqueous sodium bicarbonate (20 ml) and partitioned. The organic phase was dried over magnesium sulfate, concentrated under reduced pressure to obtain methyl 4-[(6-chloro-2-naphthyl)sulfonyl]-1-[[1-(2-methyl-4-pyridinyl)-4-piperidinyl]amino]-6-oxo-2-piperazinecarboxyla... Starting materials: CC(=O)OC(C)=O, COc1cccc(Cl)c1C1OC(=O)NC1=O, C1CCOC1. Yields the product COc1cccc(Cl)c1C1OC(=O)N(C(C)=O)C1=O. Reaction SMILES: [CH3:17][C:18](=[O:19])[O:20][C:21](=[O:22])[CH3:23].[Cl:1][c:2]1[c:3]([CH:10]2[C:11](=[O:16])[NH:12][C:13](=[O:15])[O:14]2)[c:4]([O:8][CH3:9])[cH:5][cH:6][cH:7]1.[O:24]1[CH2:25][CH2:26][CH2:27][CH2:28]1>>[Cl:1][c:2]1[c:3]([CH:10]2[C:11](=[O:16])[N:12]([C:18]([CH3:17])=[O:19])[C:13](=[O:15])[O:14]2)[c:4]([O:8][CH3:9])[cH:5][cH:6][cH:7]1.